Dataset: the Open Reaction Database (ORD), a public repository of structured organic reaction records. Task: describe an organic reaction: reactants, conditions, products, and yield The reactants are Br, O=C([O-])O, CC1=NN(c2ccc3c(c2)CCCC3)C(=O)C1, CCO, Cl, O=N[O-], Cc1cc(N)c(O)c(-c2ccc(C(=O)O)s2)c1, [Na+], [Na+]. The product is CC1=NN(c2ccc3c(c2)CCCC3)C(=O)C1=NNc1cc(C)cc(-c2ccc(C(=O)O)s2)c1O. Reaction SMILES: [BrH:1].[C:40](=[O:41])([OH:42])[O-:43].[CH3:23][C:24]1=[N:28][N:27]([c:29]2[cH:30][c:31]3[c:36]([cH:37][cH:38]2)[CH2:35][CH2:34][CH2:33][CH2:32]3)[C:26](=[O:39])[CH2:25]1.[CH3:46][CH2:47][OH:48].[ClH:45].[N:19]([O-:20])=[O:21].[NH2:2][c:3]1[c:4]([OH:18])[c:5](-[c:10]2[cH:11][cH:12][c:13]([C:15](=[O:16])[OH:17])[s:14]2)[cH:6][c:7]([CH3:9])[cH:8]1.[Na+:22].[Na+:44]>>[NH:2]([c:3]1[c:4]([OH:18])[c:5](-[c:10]2[cH:11][cH:12][c:13]([C:15](=[O:16])[OH:17])[s:14]2)[cH:6][c:7]([CH3:9])[cH:8]1)[N:19]=[C:25]1[C:24]([CH3:23])=[N:28][N:27]([c:29]2[cH:30][c:31]3[c:36]([cH:37][cH:38]2)[CH2:35][CH2:34][CH2:33][CH2:32]3)[C:26]1=[O:39]. Starting materials: NC1=CC=C(C(=O)N2CCCC2)C=C1 ((4-aminobenzoyl)pyrrolidine), C(C(=O)Cl)(=O)Cl (Oxalyl chloride), COC1=CC=C(C=C1)N1N=C(C=C1C(=O)O)SC (1-(4-methoxyphenyl)-3-methylthio-1H-pyrazole-5-carboxylic acid). Reagents/catalysts: CN(C1=CC=NC=C1)C (4-dimethylaminopyridine), CN(C)C=O (DMF). Solvent: C(Cl)Cl (CH2Cl2), C(Cl)Cl (CH2Cl2). Conditions: time 100 minute. Yields the product C(C1=CC=CC=C1)(=O)C1CCN(C1)NC(=O)C1=CC(=NN1C1=CC=C(C=C1)OC)SC (N-(4-Benzoylpyrrolidino)-1-(4-methoxyphenyl)-3-(methylthio)-1H-pyrazole-5-carboxamide). The yield is 212.6%. RXN SMILES: [C:1](Cl)(=O)[C:2](Cl)=O.[CH3:7][O:8][C:9]1[CH:14]=[CH:13][C:12]([N:15]2[C:19]([C:20]([OH:22])=O)=[CH:18][C:17]([S:23][CH3:24])=[N:16]2)=[CH:11][CH:10]=1.N[C:26]1[CH:38]=[CH:37][C:29]([C:30](N2CCCC2)=[O:31])=[CH:28][CH:27]=1>CN(C=O)C.C(Cl)Cl.CN(C)C1C=CN=CC=1>[C:30]([CH:2]1[CH2:1][N:15]([NH:16][C:20]([C:19]2[N:15]([C:12]3[CH:11]=[CH:10][C:9]([O:8][CH3:7])=[CH:14][CH:13]=3)[N:16]=[C:17]([S:23][CH3:24])[CH:18]=2)=[O:22])[CH2:12][CH2:11]1)(=[O:31])[C:29]1[CH:28]=[CH:27][CH:26]=[CH:38][CH:37]=1. Procedure details: Oxalyl chloride (140 μl, 1.6 mmol) and dry DMF (2 drops) were added at room temperature to 1-(4-methoxyphenyl)-3-methylthio-1H-pyrazole-5-carboxylic acid (275 mg, 1.0 mmol) in dry CH2Cl2 (8 mL) and stirred for 100 minutes under N2. The resulting solution was evaporated and placed briefly under high vacuum before redissolving in CH2Cl2 (8 mL). (4-aminobenzoyl)pyrrolidine (198 mg, 1.0 mmol) was added, followed by 4-dimethylaminopyridine (190 mg, 1.6 mmol). The resulting mixture was stirred at room...